Dataset: the Open Reaction Database (ORD), a public repository of structured organic reaction records. Task: describe an organic reaction: reactants, conditions, products, and yield The reactants are C(C)(C)(C)OC(=O)C(=CC1=CC=C(S1)C(=O)O)C (5-(2-(tert-Butoxycarbonyl)-1-propenyl)-2-thiophenecarboxylic acid), Cl.OC1=CC=C(C(=N)N)C=C1 (4-hydroxybenzamidine hydrochloride), CCN=C=NCCCN(C)C.Cl (WSC hydrochloride). Solvent: N1=CC=CC=C1 (pyridine). Reaction conditions: time 8 hour. The product is C(C)(C)(C)OC(C(=CC=1SC(=CC1)C(=O)OC1=CC=C(C=C1)C(N)=N)C)=O (3-[5-(4-amidinophenoxycarbonyl)-thiophen-2-yl]-2-methylpropenoic acid tert-butyl ester). The yield is 86.3%. Reaction SMILES: [C:1]([O:5][C:6]([C:8]([CH3:18])=[CH:9][C:10]1[S:14][C:13]([C:15]([OH:17])=[O:16])=[CH:12][CH:11]=1)=[O:7])([CH3:4])([CH3:3])[CH3:2].Cl.O[C:21]1[CH:29]=[CH:28][C:24]([C:25]([NH2:27])=[NH:26])=[CH:23][CH:22]=1.CCN=C=NCCCN(C)C.Cl>N1C=CC=CC=1>[C:1]([O:5][C:6](=[O:7])[C:8]([CH3:18])=[CH:9][C:10]1[S:14][C:13]([C:15]([O:17][C:21]2[CH:29]=[CH:28][C:24]([C:25](=[NH:26])[NH2:27])=[CH:23][CH:22]=2)=[O:16])=[CH:12][CH:11]=1)([CH3:4])([CH3:2])[CH3:3] |f:1.2,3.4|. Procedure details: 5-(2-(tert-Butoxycarbonyl)-1-propenyl)-2-thiophenecarboxylic acid (0.51 g, 1.89 mmol) and 4-hydroxybenzamidine hydrochloride (0.33 g, 1.89 mmol) were dissolved in pyridine (10 mL), WSC hydrochloride (0.54 g, 2.8 mmol) was added, and the mixture was stirred overnight. The mixture was purified by high performance liquid chromatography and freeze-dried to give the title compound (0.63 g). The reactants are CN1CCc2[nH]c3ccc(Cl)cc3c2CC1, CC(C)NC(=O)CCl, [Cu]I, [K+], [K+], [K+], CN(C)C=O, O=C(O)C1CCCN1, O=P([O-])([O-])[O-]. Product: CC(C)NC(=O)Cn1c2c(c3cc(Cl)ccc31)CCN(C)CC2. Reaction SMILES: [Cl:1][c:2]1[cH:3][c:4]2[c:5]3[c:6]([nH:7][c:8]2[cH:9][cH:10]1)[CH2:11][CH2:12][N:13]([CH3:16])[CH2:14][CH2:15]3.[Cl:33][CH2:34][C:35](=[O:36])[NH:37][CH:38]([CH3:39])[CH3:40].[Cu:41][I:42].[K+:30].[K+:31].[K+:32].[O:43]=[CH:44][N:45]([CH3:46])[CH3:47].[OH:17][C:18]([CH:19]1[NH:20][CH2:21][CH2:22][CH2:23]1)=[O:24].[P:25]([O-:26])([O-:27])([O-:28])=[O:29]>>[Cl:1][c:2]1[cH:3][c:4]2[c:5]3[c:6]([n:7]([CH2:34][C:35](=[O:36])[NH:37][CH:38]([CH3:39])[CH3:40])[c:8]2[cH:9][cH:10]1)[CH2:11][CH2:12][N:13]([CH3:16])[CH2:14][CH2:15]3. As a reaction SMILES: CO[C:3](=[O:33])[CH2:4][O:5][C:6]1[C:15]2[C:10](=[CH:11][CH:12]=[CH:13][CH:14]=2)[C:9]([NH:16][C:17](=[O:32])[C:18]2[CH:23]=[C:22]([N:24]3[CH2:29][CH2:28][CH:27]([CH3:30])[CH2:26][CH2:25]3)[CH:21]=[C:20]([F:31])[CH:19]=2)=[CH:8][CH:7]=1.[NH2:34][NH2:35]>O1CCCC1>[F:31][C:20]1[CH:19]=[C:18]([CH:23]=[C:22]([N:24]2[CH2:25][CH2:26][CH:27]([CH3:30])[CH2:28][CH2:29]2)[CH:21]=1)[C:17]([NH:16][C:9]1[C:10]2[C:15](=[CH:14][CH:13]=[CH:12][CH:11]=2)[C:6]([O:5][CH2:4][C:3]([NH:34][NH2:35])=[O:33])=[CH:7][CH:8]=1)=[O:32]. Run in O1CCCC1 (tetrahydrofuran). Reactants: COC(COC1=CC=C(C2=CC=CC=C12)NC(C1=CC(=CC(=C1)N1CCC(CC1)C)F)=O)=O ({4-[3-Fluoro-5-(4-methylpiperidin-1-yl)-benzoylamino]-naphthalen-1-yloxy}-acetic acid methyl ester), NN (hydrazine). Procedure: {4-[3-Fluoro-5-(4-methylpiperidin-1-yl)-benzoylamino]-naphthalen-1-yloxy}-acetic acid methyl ester (0.40 g, 0.88 mmol) in a solution of 1M hydrazine in tetrahydrofuran (10 ml) is heated at 80° C. for five hours. After cooling to room temperature the mixture is evaporated to dryness to give 3-fluoro-N-(4-hydrazinocarbonylmethoxy-naphthalen-1-yl)-5-(4-methylpiperidin-1-yl)-benzamide (0.40 g). MS: 451 (M+1). Yields the product FC=1C=C(C(=O)NC2=CC=C(C3=CC=CC=C23)OCC(=O)NN)C=C(C1)N1CCC(CC1)C (3-fluoro-N-(4-hydrazinocarbonylmethoxy-naphthalen-1-yl)-5-(4-methylpiperidin-1-yl)-benzamide).